Dataset: the Open Reaction Database (ORD), a public repository of structured organic reaction records. Task: describe an organic reaction: reactants, conditions, products, and yield Reactants: CN1C(=O)CN=C(c2cccc([N+](=O)[O-])c2)c2cc(-c3ccccc3)ccc21, CO, ClCCl. Product: CN1C(=O)CN=C(c2cccc(N)c2)c2cc(-c3ccccc3)ccc21. As a reaction SMILES: [CH3:1][N:2]1[C:3](=[O:28])[CH2:4][N:5]=[C:6]([c:19]2[cH:20][c:21]([N+:25]([O-:26])=[O:27])[cH:22][cH:23][cH:24]2)[c:7]2[c:8]1[cH:9][cH:10][c:11](-[c:13]1[cH:14][cH:15][cH:16][cH:17][cH:18]1)[cH:12]2.[CH3:29][OH:30].[Cl:31][CH2:32][Cl:33]>>[CH3:1][N:2]1[C:3](=[O:28])[CH2:4][N:5]=[C:6]([c:19]2[cH:20][c:21]([NH2:25])[cH:22][cH:23][cH:24]2)[c:7]2[c:8]1[cH:9][cH:10][c:11](-[c:13]1[cH:14][cH:15][cH:16][cH:17][cH:18]1)[cH:12]2.